From a dataset of the Open Reaction Database (ORD), a public repository of structured organic reaction records. describe an organic reaction: reactants, conditions, products, and yield The reactants are C(C)(=O)[O-].C(C)(=O)[O-].C(C)(=O)[O-].BrC=1C=CC(=C(C1)[Pb+3])C1CC1 (5-bromo-2-cyclopropylphenyl lead triacetate), Cl (hydrochloric acid), C1(CC(CC1)=O)=O (cyclopentane-1,3-dione), N,N-dimethylaminopyridine, C1(=CC=CC=C1)C (toluene). Reaction conditions: temperature 80 celsius. Reported procedure: To a solution of cyclopentane-1,3-dione (0.57 g, 0.0058 mol) and N,N-dimethylaminopyridine (3.64 g, 0.030 mol) in chloroform (33 ml) is added toluene (9 ml) then 5-bromo-2-cyclopropylphenyl lead triacetate (3.77 g, 0.0065 mol). This solution is heated at 80° C. for 20 hours then cooled to room temperature and dilluted with dichloromethane and 2M aqueous hydrochloric acid. The resulting biphasic suspension is filtered through diatomaceous earth and the two phases are separated. The organic layer ... Reaction SMILES: [C:1]1(=[O:7])[CH2:5][CH2:4][C:3](=[O:6])[CH2:2]1.C1(C)C=CC=CC=1.C([O-])(=O)C.C([O-])(=O)C.C([O-])(=O)C.[Br:27][C:28]1[CH:29]=[CH:30][C:31]([CH:35]2[CH2:37][CH2:36]2)=[C:32]([Pb+3])[CH:33]=1.Cl>C(Cl)(Cl)Cl.ClCCl>[Br:27][C:28]1[CH:33]=[CH:32][C:31]([CH:35]2[CH2:37][CH2:36]2)=[C:30]([CH:2]2[C:3](=[O:6])[CH2:4][CH2:5][C:1]2=[O:7])[CH:29]=1 |f:2.3.4.5|. Product: BrC=1C=CC(=C(C1)C1C(CCC1=O)=O)C1CC1 (2-(5-bromo-2-cyclopropylphenyl)cyclopentane-1,3-dione). The solvent is ClCCl (dichloromethane), C(Cl)(Cl)Cl (chloroform). The reactants are FC(F)(F)c1ccc(Br)cc1, CON(C)C(=O)C(C)NC(=O)OC(C)(C)C, C1CCOC1, CC(C)[Mg+], [Cl-], [Cl-], [Li+]. Product: CC(NC(=O)OC(C)(C)C)C(=O)c1ccc(C(F)(F)F)cc1. RXN SMILES: [Br:8][c:9]1[cH:10][cH:11][c:12]([C:15]([F:16])([F:17])[F:18])[cH:13][cH:14]1.[C:19]([CH3:20])([CH3:21])([CH3:22])[O:23][C:24](=[O:25])[NH:26][CH:27]([CH3:28])[C:29](=[O:30])[N:31]([O:32][CH3:33])[CH3:34].[CH2:35]1[O:36][CH2:37][CH2:38][CH2:39]1.[CH:4]([Mg+:5])([CH3:6])[CH3:7].[Cl-:1].[Cl-:3].[Li+:2]>>[c:9]1([C:29]([CH:27]([NH:26][C:24]([O:23][C:19]([CH3:20])([CH3:21])[CH3:22])=[O:25])[CH3:28])=[O:30])[cH:10][cH:11][c:12]([C:15]([F:16])([F:17])[F:18])[cH:13][cH:14]1. The reactants are CC(=O)C1=CC=C(C=C1)OC (4-methoxy acetophenone), Ba(OH)2, 8h, COC=1C=C(C=C(C1OC)OC)NC1=C(C=O)C=CC=N1 (2-(3,4,5-trimethoxyphenylamino)nicotinaldehyde), COC1=CC=C(C=C1)NC1=NC=CC=C1C=CC(=O)C1=CC(=C(C(=C1)OC)OC)OC (3-(2-(4-Methoxyphenylamino) pyridin-3-yl)-1-(3,4,5-trimethoxyphenyl)prop-2-en-1-one), Cl (HCl). The solvent is CO (methanol). Run at time 5 minute. The product is COC1=CC=C(C=C1)C(C=CC=1C(=NC=CC1)NC1=CC(=C(C(=C1)OC)OC)OC)=O (1-(4-Methoxyphenyl)-3-(2-(3,4,5-trimethoxyphenylamino)pyridin-3-yl)prop-2-en-1-one). Isolated yield 91.2%. Reaction SMILES: [CH3:1][C:2]([C:4]1[CH:9]=[CH:8][C:7]([O:10][CH3:11])=[CH:6][CH:5]=1)=[O:3].[CH3:12][O:13][C:14]1[CH:15]=[C:16]([NH:24][C:25]2[N:32]=[CH:31][CH:30]=[CH:29][C:26]=2[CH:27]=O)[CH:17]=[C:18]([O:22][CH3:23])[C:19]=1[O:20][CH3:21].COC1C=CC(NC2C(C=CC(C3C=C(OC)C(OC)=C(OC)C=3)=O)=CC=CN=2)=CC=1.Cl>CO>[CH3:11][O:10][C:7]1[CH:8]=[CH:9][C:4]([C:2](=[O:3])[CH:1]=[CH:27][C:26]2[C:25]([NH:24][C:16]3[CH:17]=[C:18]([O:22][CH3:23])[C:19]([O:20][CH3:21])=[C:14]([O:13][CH3:12])[CH:15]=3)=[N:32][CH:31]=[CH:30][CH:29]=2)=[CH:5][CH:6]=1. Reported procedure: To a solution of 4-methoxy acetophenone (104.16 mg, 0.694 mmol) in methanol (5 mL) was added 2N Ba(OH)2 solution (2 ml) and stirred for 5 minutes. Then added 2-(3,4,5-trimethoxyphenylamino)nicotinaldehyde (200 mg, 0.694 mmol) and the reaction mixture was stirred at a temperature of 30° C. for 6h and the reaction was monitored by TLC. After 8h the reaction mixture is acidified with 2N HCl. The resulting precipitate was filtered, washed thoroughly with water and dried over anhydrous CaCl2. The pre... Starting materials: CC=1C(=CC(=CC1)N=C=O)N=C=O (tolylene diisocyanate), 65, [N-]=C=O (isocyanate), polyisocyanate. Yields the product polyisocyanate, NC1=CC=CC=C1 (aniline), C=O (formaldehyde). Reaction SMILES: [N-]=[C:2]=[O:3].C[C:5]1[C:6](N=C=O)=[CH:7][C:8]([N:11]=C=O)=[CH:9][CH:10]=1>>[NH2:11][C:8]1[CH:9]=[CH:10][CH:5]=[CH:6][CH:7]=1.[CH2:2]=[O:3]. Procedure details: 40.9 parts by weight of an isocyanate mixture of which 40% by weight consists of a tolylene diisocyanate mixture (2,4- and 2,6-isomers in a ratio by weight of 65:35%) and 60% by weight of a polyphenyl polymethylene polyisocyanate (viscosity approximately 200 cP at 25° C.). The polyphenyl polymethylene polyisocyanate was obtained by condensing aniline with formaldehyde, followed by phosgenation.